Dataset: the Open Reaction Database (ORD), a public repository of structured organic reaction records. Task: describe an organic reaction: reactants, conditions, products, and yield Reactants: CCO, CC1COCCN1c1cc(CS(C)(=O)=O)nc(Cl)n1, COc1cc(B(O)O)ccc1N, [Na+], [Na+], O=C([O-])[O-], CN(C)C=O, O. Yields the product COc1cc(-c2nc(CS(C)(=O)=O)cc(N3CCOCC3C)n2)ccc1N. Reaction SMILES: [CH3:44][CH2:45][OH:46].[Cl:1][c:2]1[n:3][c:4]([CH2:15][S:16](=[O:17])(=[O:18])[CH3:19])[cH:5][c:6]([N:8]2[CH:9]([CH3:14])[CH2:10][O:11][CH2:12][CH2:13]2)[n:7]1.[NH2:21][c:22]1[c:23]([O:31][CH3:32])[cH:24][c:25]([B:28]([OH:29])[OH:30])[cH:26][cH:27]1.[Na+:33].[Na+:34].[O-:35][C:36](=[O:37])[O-:38].[O:39]=[CH:40][N:41]([CH3:42])[CH3:43].[OH2:20]>>[c:2]1(-[c:25]2[cH:24][c:23]([O:31][CH3:32])[c:22]([NH2:21])[cH:27][cH:26]2)[n:3][c:4]([CH2:15][S:16](=[O:17])(=[O:18])[CH3:19])[cH:5][c:6]([N:8]2[CH:9]([CH3:14])[CH2:10][O:11][CH2:12][CH2:13]2)[n:7]1. Reactants: N1(CCNCCC1)CCO (1-homopiperazineethanol), C1(=CC=C(C=C1)S(=O)(=O)O)C (p-toluene sulfonic acid), C(\C=C/C(=O)O)(=O)O (maleic acid), COC1=C(C(=O)O)C=CC(=C1OC)OC (2,3,4-trimethoxybenzoic acid). Run in C1=CC=CC=C1 (benzene). Product: C(\C=C/C(=O)O)(=O)O.COC1=C(C(=O)O)C=CC(=C1OC)OC.N1(CCNCCC1)CCO (1-homopiperazineethanol 2,3,4-trimethoxybenzoate maleate). The yield is 59.0%. Reaction SMILES: [N:1]1([CH2:8][CH2:9][OH:10])[CH2:7][CH2:6][CH2:5][NH:4][CH2:3][CH2:2]1.C1(C)C=CC(S(O)(=O)=O)=CC=1.[CH3:22][O:23][C:24]1[C:32]([O:33][CH3:34])=[C:31]([O:35][CH3:36])[CH:30]=[CH:29][C:25]=1[C:26]([OH:28])=[O:27].[C:37]([OH:44])(=[O:43])/[CH:38]=[CH:39]\[C:40]([OH:42])=[O:41]>C1C=CC=CC=1>[C:37]([OH:44])(=[O:43])/[CH:38]=[CH:39]\[C:40]([OH:42])=[O:41].[CH3:22][O:23][C:24]1[C:32]([O:33][CH3:34])=[C:31]([O:35][CH3:36])[CH:30]=[CH:29][C:25]=1[C:26]([OH:28])=[O:27].[N:1]1([CH2:8][CH2:9][OH:10])[CH2:7][CH2:6][CH2:5][NH:4][CH2:3][CH2:2]1 |f:5.6.7|. Reported procedure: In 150 ml of absolute benzene there were dissolved 1.44 g of 1-homopiperazineethanol and 9.5 g of p-toluene sulfonic acid. To the resulting solution, 2.75 g of 2,3,4-trimethoxybenzoic acid was added. The system was heated for 16 hours to reflux while removing the formed water. The reaction liquid was cooled, washed with 15% potassium carbonate and then extracted with 10% HCl. After the aqueous layer was washed with ether and then rendered alkaline with potassium carbonate, followed by extraction... Starting materials: CCOC(=O)C(c1c2c(nn1-c1ccc(Cl)cc1)CCC2)C1CCCCC1, CO, [Na+], [OH-]. The product is O=C(O)C(c1c2c(nn1-c1ccc(Cl)cc1)CCC2)C1CCCCC1. As a reaction SMILES: [CH2:1]([CH3:2])[O:3][C:4]([CH:5]([CH:6]1[CH2:7][CH2:8][CH2:9][CH2:10][CH2:11]1)[c:12]1[n:13](-[c:20]2[cH:21][cH:22][c:23]([Cl:26])[cH:24][cH:25]2)[n:14][c:15]2[c:16]1[CH2:17][CH2:18][CH2:19]2)=[O:27].[CH3:30][OH:31].[Na+:29].[OH-:28]>>[O:3]=[C:4]([CH:5]([CH:6]1[CH2:7][CH2:8][CH2:9][CH2:10][CH2:11]1)[c:12]1[n:13](-[c:20]2[cH:21][cH:22][c:23]([Cl:26])[cH:24][cH:25]2)[n:14][c:15]2[c:16]1[CH2:17][CH2:18][CH2:19]2)[OH:27]. Reactants: N (ammonia), CN(C(=O)N=C(SC)Cl)C (N-dimethylcarbamoyl-1-methylthioformimidoyl chloride). Conditions: temperature 0 celsius, time 10 minute. The product is CN(C(NC(SC)=N)=O)C (methyl 4,4-dimethylthioallophanimidate), formula II. RXN SMILES: [NH3:1].[CH3:2][N:3]([CH3:11])[C:4]([N:6]=[C:7](Cl)[S:8][CH3:9])=[O:5]>>[CH3:2][N:3]([CH3:11])[C:4](=[O:5])[NH:6][C:7](=[NH:1])[S:8][CH3:9]. Procedure details: To 50 parts of conc. aqueous ammonia are added within 10 min. at 20°-25° C., 18.1 parts of N-dimethylcarbamoyl-1-methylthioformimidoyl chloride with agitation. When all has been added, the suspension of crystals which forms is stirred for 10 minutes to assure completion of the reaction. The reaction mass is then cooled to 0° C., the solids filtered and recrystallized from acetone to give 10.6 parts of methyl 4,4-dimethylthioallophanimidate (a compound of formula II), m.p. 136°-138° C. Starting materials: FC=1C=C(N)C=CC1F (3,4-difluoroaniline), ClC(C(O)O)(Cl)Cl (chloral hydrate), NO (hydroxylamine), S(O)(O)(=O)=O (sulfuric acid), O.NN (hydrazine hydrate), C[O-].[Na+] (sodium methoxide). Run in C(C)O (ethanol). Yields the product FC=1C=C2CC(NC2=CC1F)=O (5,6-Difluoro-2-oxindole). As a reaction SMILES: [F:1][C:2]1[CH:3]=[C:4]([CH:6]=[CH:7][C:8]=1[F:9])[NH2:5].Cl[C:11](Cl)(Cl)[CH:12](O)[OH:13].NO.S(=O)(=O)(O)O.O.NN.C[O-].[Na+]>C(O)C>[F:9][C:8]1[CH:7]=[C:6]2[C:4](=[CH:3][C:2]=1[F:1])[NH:5][C:12](=[O:13])[CH2:11]2 |f:4.5,6.7|. Reported procedure: Reaction of 3,4-difluoroaniline with chloral hydrate and hydroxylamine followed cyclization with sulfuric acid, in a manner analogous to Parts A and B of Preparation 9, gave 5,6-difluoroisatic, which was reacted with hydrazine hydrate followed by sodium methoxide in ethanol, in a manner analogous to Preparation 7, to give the title compound, m.p. 187°-190° C. The reactants are CC(=O)SCC(=Cc1ccccc1)C(=O)O, COC(=O)CCN. Yields the product COC(=O)CCNC(=O)C(=Cc1ccccc1)CSC(C)=O. RXN SMILES: [C:1]([CH3:2])(=[O:3])[S:4][CH2:5][C:6]([C:7](=[O:8])[OH:9])=[CH:10][c:11]1[cH:12][cH:13][cH:14][cH:15][cH:16]1.[NH2:17][CH2:18][CH2:19][C:20](=[O:21])[O:22][CH3:23]>>[C:1]([CH3:2])(=[O:3])[S:4][CH2:5][C:6]([C:7](=[O:9])[NH:17][CH2:18][CH2:19][C:20](=[O:21])[O:22][CH3:23])=[CH:10][c:11]1[cH:12][cH:13][cH:14][cH:15][cH:16]1.